Dataset: the Open Reaction Database (ORD), a public repository of structured organic reaction records. Task: describe an organic reaction: reactants, conditions, products, and yield The reactants are CN(C)CCN, O=C(O)c1cccc(NC(=O)N2CCc3c(cnc4[nH]ncc34)C2)c1. The product is CN(C)CCNC(=O)c1cccc(NC(=O)N2CCc3c(cnc4[nH]ncc34)C2)c1. As a reaction SMILES: [CH3:26][N:27]([CH2:28][CH2:29][NH2:30])[CH3:31].[cH:1]1[n:2][nH:3][c:4]2[n:5][cH:6][c:7]3[c:12]([c:13]12)[CH2:11][CH2:10][N:9]([C:14](=[O:15])[NH:16][c:17]1[cH:18][c:19]([C:20](=[O:21])[OH:22])[cH:23][cH:24][cH:25]1)[CH2:8]3>>[cH:1]1[n:2][nH:3][c:4]2[n:5][cH:6][c:7]3[c:12]([c:13]12)[CH2:11][CH2:10][N:9]([C:14](=[O:15])[NH:16][c:17]1[cH:18][c:19]([C:20](=[O:22])[NH:30][CH2:29][CH2:28][N:27]([CH3:26])[CH3:31])[cH:23][cH:24][cH:25]1)[CH2:8]3. The reactants are C(C)(C)(C)OC(=O)N[C@@H](C)C(=O)O (N-(tert-butoxycarbonyl)-L-alanine), Cl.CN(CCCN=C=NCC)C (1-(3-dimethylaminopropyl)-3-ethylcarbodiimide hydrochloride), O.ON1N=NC2=C1C=CC=C2 (1-hydroxy-1H-benzotriazole hydrate), C(C)(C)N(C(C)C)CC (N,N-diisopropylethylamine), FC(C(=O)O)(F)F.N[C@@H](C)C(=O)OCCOC1=CC=C(C=C1)C1=C(C(=NC(=C1C#N)N1CCCC1)SCC=1N=C(SC1)C1=CC=C(C=C1)Cl)C#N (trifluoroacetic acid 2-{4-(2-({(2-(4-chlorophenyl)-1,3-thiazol-4-yl)methyl}sulfanyl)-3,5-dicyano-6-(pyrrolidin-1-yl)pyridin-4-yl)phenoxy}ethyl L-alaninate). Run in CN(C)C=O (DMF), O (water). Conditions: time 3 hour. Yields the product C(C)(C)(C)OC(=O)N[C@@H](C)C(=O)N[C@@H](C)C(=O)OCCOC1=CC=C(C=C1)C1=C(C(=NC(=C1C#N)N1CCCC1)SCC=1N=C(SC1)C1=CC=C(C=C1)Cl)C#N (2-{4-(2-({(2-(4-Chlorophenyl)-1,3-thiazol-4-yl)methyl}sulfanyl)-3,5-dicyano-6-(pyrrolidin-1-yl)pyridin-4-yl)phenoxy}ethyl N-(tert-butoxycarbonyl)-L-alanyl-L-alaninate). RXN SMILES: [C:1]([O:5][C:6]([NH:8][C@H:9]([C:11]([OH:13])=O)[CH3:10])=[O:7])([CH3:4])([CH3:3])[CH3:2].Cl.CN(C)CCCN=C=NCC.O.ON1C2C=CC=CC=2N=N1.C(N(CC)C(C)C)(C)C.FC(F)(F)C(O)=O.[NH2:53][C@H:54]([C:56]([O:58][CH2:59][CH2:60][O:61][C:62]1[CH:67]=[CH:66][C:65]([C:68]2[C:73]([C:74]#[N:75])=[C:72]([N:76]3[CH2:80][CH2:79][CH2:78][CH2:77]3)[N:71]=[C:70]([S:81][CH2:82][C:83]3[N:84]=[C:85]([C:88]4[CH:93]=[CH:92][C:91]([Cl:94])=[CH:90][CH:89]=4)[S:86][CH:87]=3)[C:69]=2[C:95]#[N:96])=[CH:64][CH:63]=1)=[O:57])[CH3:55]>CN(C=O)C.O>[C:1]([O:5][C:6]([NH:8][C@H:9]([C:11]([NH:53][C@H:54]([C:56]([O:58][CH2:59][CH2:60][O:61][C:62]1[CH:67]=[CH:66][C:65]([C:68]2[C:73]([C:74]#[N:75])=[C:72]([N:76]3[CH2:77][CH2:78][CH2:79][CH2:80]3)[N:71]=[C:70]([S:81][CH2:82][C:83]3[N:84]=[C:85]([C:88]4[CH:89]=[CH:90][C:91]([Cl:94])=[CH:92][CH:93]=4)[S:86][CH:87]=3)[C:69]=2[C:95]#[N:96])=[CH:64][CH:63]=1)=[O:57])[CH3:55])=[O:13])[CH3:10])=[O:7])([CH3:2])([CH3:3])[CH3:4] |f:1.2,3.4,6.7|. Reported procedure: 26.756 g (141.406 mmol) of N-(tert-butoxycarbonyl)-L-alanine together with 29.572 g (154.261 mmol) of 1-(3-dimethylaminopropyl)-3-ethylcarbodiimide hydrochloride, 29.529 g (192.827 mmol) of 1-hydroxy-1H-benzotriazole hydrate and 55.979 ml (321.378 mmol) of N,N-diisopropylethylamine were dissolved in 10 l DMF. 97.60 g (128.551 mmol) of trifluoroacetic acid-2-{4-(2-({(2-(4-chlorophenyl)-1,3-thiazol-4-yl)methyl}sulfanyl)-3,5-dicyano-6-(pyrrolidin-1-yl)pyridin-4-yl)phenoxy}ethyl L-alaninate (1:1) we... Run in C(C)OCC (diethyl ether), C(C)OCC (diethyl ether), C1CCOC1 (THF). The reactants are [H-].[H-].[H-].[H-].[Li+].[Al+3] (LiAlH4), FC1=CC=C(C=C1)SC1=C(C(=O)O)C(=CC=C1)F (2-(4--fluorophenylthio)-6-fluorobenzoic acid). The product is FC1=CC=C(C=C1)SC1=C(CO)C(=CC=C1)F (2-(4-fluorophenylthio)-6-fluorobenzyl alcohol). Procedure: LiAlH4 (0.77 g, 20.4 mmol) is suspended in 30 ml of dry diethyl ether with cooling in an ice bath. 2-(4--fluorophenylthio)-6-fluorobenzoic acid (4.53 g, 17.0 mmol) in 6 ml of diethyl ether and 6 ml of THF is then added and the reaction mixture stirred at room temperature overnight. The reaction mixture is quenched sequentially with 0.8 ml of water, 0.8 ml of 15% NaOH aqueous solution, and 2.4 ml of water. The resulting white precipitate is filtered off and washed thoroughly with diethyl ether. T... As a reaction SMILES: [H-].[H-].[H-].[H-].[Li+].[Al+3].[F:7][C:8]1[CH:13]=[CH:12][C:11]([S:14][C:15]2[CH:23]=[CH:22][CH:21]=[C:20]([F:24])[C:16]=2[C:17](O)=[O:18])=[CH:10][CH:9]=1>C(OCC)C.C1COCC1>[F:7][C:8]1[CH:9]=[CH:10][C:11]([S:14][C:15]2[CH:23]=[CH:22][CH:21]=[C:20]([F:24])[C:16]=2[CH2:17][OH:18])=[CH:12][CH:13]=1 |f:0.1.2.3.4.5|. Reaction conditions: time 8 hour. Reactants: O=Cc1cc(Br)c(O)c(Br)c1, O=C1Cc2cc(Br)ccc2C(=O)N1, C1CCNCC1, CC(C)O. Product: O=C1NC(=O)c2ccc(Br)cc2C1=Cc1cc(Br)c(O)c(Br)c1. RXN SMILES: [Br:14][c:15]1[cH:16][c:17]([CH:18]=[O:19])[cH:20][c:21]([Br:24])[c:22]1[OH:23].[Br:1][c:2]1[cH:3][c:4]2[c:9]([cH:10][cH:11]1)[C:8](=[O:12])[NH:7][C:6](=[O:13])[CH2:5]2.[CH2:25]1[CH2:26][CH2:27][NH:28][CH2:29][CH2:30]1.[CH:31]([OH:32])([CH3:33])[CH3:34]>>[Br:1][c:2]1[cH:3][c:4]2[c:9]([cH:10][cH:11]1)[C:8](=[O:12])[NH:7][C:6](=[O:13])[C:5]2=[CH:18][c:17]1[cH:16][c:15]([Br:14])[c:22]([OH:23])[c:21]([Br:24])[cH:20]1. Starting materials: C(C(C)(C)C)(=O)NC=1N=C(C2=C(N1)NCC(C2)CCCCCC(=O)N[C@@H](CCC(=O)OC)C(=O)OC)O (dimethyl N-[6-(2-pivaloylamino-4-hydroxy-5,6,7,8-tetrahydropyrido[2,3-d] -pyrimidin-6-yl)hexanoyl]-L-glutamate), [OH-].[Na+] (sodium hydroxide), Cl (hydrochloric acid). Product: NC=1N=C(C2=C(N1)NCC(C2)CCCCCC(=O)N[C@@H](CCC(=O)O)C(=O)O)O (N-[6-(2-amino-4-hydroxy-5,6,7,8-tetrahydropyrido-[2,3-d]pyrimidin-6-yl)hexanoyl]-L-glutamic acid). Reaction SMILES: C([NH:7][C:8]1[N:9]=[C:10]([OH:37])[C:11]2[CH2:17][CH:16]([CH2:18][CH2:19][CH2:20][CH2:21][CH2:22][C:23]([NH:25][C@H:26]([C:33]([O:35]C)=[O:34])[CH2:27][CH2:28][C:29]([O:31]C)=[O:30])=[O:24])[CH2:15][NH:14][C:12]=2[N:13]=1)(=O)C(C)(C)C.[OH-].[Na+].Cl>>[NH2:7][C:8]1[N:9]=[C:10]([OH:37])[C:11]2[CH2:17][CH:16]([CH2:18][CH2:19][CH2:20][CH2:21][CH2:22][C:23]([NH:25][C@H:26]([C:33]([OH:35])=[O:34])[CH2:27][CH2:28][C:29]([OH:31])=[O:30])=[O:24])[CH2:15][NH:14][C:12]=2[N:13]=1 |f:1.2|. Reported procedure: A solution of 0.5 g. of dimethyl N-[6-(2-pivaloylamino-4-hydroxy-5,6,7,8-tetrahydropyrido[2,3-d] -pyrimidin-6-yl)hexanoyl]-L-glutamate in 75 mL. of 1.0 N aqueous sodium hydroxide is stirred at room temperature for 120 hours and the pH then adjusted to 7.0 through the careful addition of 5.0 N hydrochloric acid. Water was removed under reduced pressure and the concentrated solution then cooled in an ice-bath. The solid which formed was collected by filtration and dried at 80° C. to yield N-[6-(2-... Reactants: C(C)(C)(C)C1=CC=C(CNC[C@H](O)C2=CC=C(C=C2)Cl)C=C1 ((4-tert-butyl-benzyl)-[(R)-2-(4-chloro-phenyl)-2-hydroxy-ethyl]-amine), N1C=CC2=CC=CC(=C12)C(=O)O (1H-indole-7-carboxylic acid), CN(C)C(=[N+](C)C)ON1C2=C(C=CC=C2)N=N1.[B-](F)(F)(F)F (TBTU), C(C)(C)N(C(C)C)CC (N,N-diisopropylethyl amine). The product is C(C)(C)(C)C1=CC=C(CN(C(=O)C=2C=CC=C3C=CNC23)C[C@H](O)C2=CC=C(C=C2)Cl)C=C1 (1H-Indole-7-carboxylic acid (4-tert-butyl-benzyl)-[(R)-2-(4-chloro-phenyl)-2-hydroxy-ethyl]-amide). Procedure details: To a solution of 48 mg (0.3 mmol) of 1H-indole-7-carboxylic acid and 96 mg of TBTU (0.3 mmol) in 3 ml DMF, were added 0.26 ml (1.5 mmol) of N,N-diisopropylethyl amine. After stirring for 5 min at rt, 95 mg (0.3 mmol) of (4-tert-butyl-benzyl)-[(R)-2-(4-chloro-phenyl)-2-hydroxy-ethyl]-amine were added. After stirring for 24 h at rt, the reaction mixture was diluted with 50 ml water and extracted with 2×50 ml EtOAc. The combined organic phases were washed with water and brine, dried with magnesium ... The solvent is CN(C)C=O (DMF), O (water). Yield: 52.1%. RXN SMILES: [NH:1]1[C:9]2[C:4](=[CH:5][CH:6]=[CH:7][C:8]=2[C:10]([OH:12])=O)[CH:3]=[CH:2]1.CN(C(ON1N=NC2C=CC=CC1=2)=[N+](C)C)C.[B-](F)(F)(F)F.C(N(CC)C(C)C)(C)C.[C:44]([C:48]1[CH:65]=[CH:64][C:51]([CH2:52][NH:53][CH2:54][C@@H:55]([C:57]2[CH:62]=[CH:61][C:60]([Cl:63])=[CH:59][CH:58]=2)[OH:56])=[CH:50][CH:49]=1)([CH3:47])([CH3:46])[CH3:45]>CN(C=O)C.O>[C:44]([C:48]1[CH:65]=[CH:64][C:51]([CH2:52][N:53]([CH2:54][C@@H:55]([C:57]2[CH:58]=[CH:59][C:60]([Cl:63])=[CH:61][CH:62]=2)[OH:56])[C:10]([C:8]2[CH:7]=[CH:6][CH:5]=[C:4]3[C:9]=2[NH:1][CH:2]=[CH:3]3)=[O:12])=[CH:50][CH:49]=1)([CH3:47])([CH3:45])[CH3:46] |f:1.2|. Reaction conditions: time 5 minute.